This data is from the Open Reaction Database (ORD), a public repository of structured organic reaction records. The task is: describe an organic reaction: reactants, conditions, products, and yield Reactants: OC=1C=C(C=CC1)CCC(=O)O (3-hydroxy-benzenepropanoic acid), CO (methanol). Reagents/catalysts: S(O)(O)(=O)=O (sulphuric acid). Yields the product OC=1C=C(C=CC1)CCC(=O)OC (Methyl 3-Hydroxy-benzenepropanoate). Reaction SMILES: [OH:1][C:2]1[CH:3]=[C:4]([CH2:8][CH2:9][C:10]([OH:12])=[O:11])[CH:5]=[CH:6][CH:7]=1.[CH3:13]O>S(=O)(=O)(O)O>[OH:1][C:2]1[CH:3]=[C:4]([CH2:8][CH2:9][C:10]([O:12][CH3:13])=[O:11])[CH:5]=[CH:6][CH:7]=1. Procedure details: 1 g of 3-hydroxy-benzenepropanoic acid is mixed in 20 ml of methanol and 8 drops of sulphuric acid, the reaction medium is taken to reflux for 2 hours then evaporated under reduced pressure and purified by chromatography eluting with an AcOEt/Cyclohexane mixture 50/50. 1.07 g of expected product is obtained. Reactants: FC1=C(C=CC=C1)C(C)=O (1-(2-fluorophenyl)ethanone), [C-]#N.[K+] (potassium cyanide), C([O-])([O-])=O.[NH4+].[NH4+] (ammonium carbonate), [OH-].[NH4+] (ammonium hydroxide). Solvent: C(C)O (ethanol), O (water). Run at temperature 60 celsius, time 5.5 hour. Yields the product FC1=C(C=CC=C1)C1(C(NC(N1)=O)=O)C (5-(2-fluorophenyl)-5-methylimidazolidine-2,4-dione). The yield is 97.0%. As a reaction SMILES: [F:1][C:2]1[CH:7]=[CH:6][CH:5]=[CH:4][C:3]=1[C:8](=O)[CH3:9].[C-:11]#[N:12].[K+].[C:14](=[O:17])([O-])[O-].[NH4+:18].[NH4+].[OH-:20].[NH4+]>C(O)C.O>[F:1][C:2]1[CH:7]=[CH:6][CH:5]=[CH:4][C:3]=1[C:8]1([CH3:9])[NH:18][C:11](=[O:20])[NH:12][C:14]1=[O:17] |f:1.2,3.4.5,6.7|. Procedure: A mixture of freshly distilled 1-(2-fluorophenyl)ethanone (27.6 g, 24.6 ml, 200 mmol, Eq: 1.00), potassium cyanide (15.6 g, 240 mmol, Eq: 1.20), ammonium carbonate (96.1 g, 1.00 mol, Eq: 5.00) and ammonium hydroxide (25%) (130 g, 145 ml, 931 mmol, Eq: 4.65) in ethanol (250 ml) and water (200 ml) was stirred at 60° C. for 5.5 h. The ethanol was removed in vacuum, then cooled to 0° C., cautiously acidified the residue to pH 1, the precipitate was filtered off, washed with dilute HCl and dried at 5...